Dataset: the Open Reaction Database (ORD), a public repository of structured organic reaction records. Task: describe an organic reaction: reactants, conditions, products, and yield The reactants are CCOCC(=O)Cl, CCN(C=Cc1cccc(C(F)(F)F)c1)CC, c1ccncc1. Product: CCOCC(=O)C(=CN(CC)CC)c1cccc(C(F)(F)F)c1. RXN SMILES: [CH2:18]([CH3:19])[O:20][CH2:21][C:22](=[O:23])[Cl:24].[CH2:1]([CH3:2])[N:3]([CH2:4][CH3:5])[CH:6]=[CH:7][c:8]1[cH:9][c:10]([C:14]([F:15])([F:16])[F:17])[cH:11][cH:12][cH:13]1.[cH:25]1[cH:26][cH:27][n:28][cH:29][cH:30]1>>[CH2:1]([CH3:2])[N:3]([CH2:4][CH3:5])[CH:6]=[C:7]([c:8]1[cH:9][c:10]([C:14]([F:15])([F:16])[F:17])[cH:11][cH:12][cH:13]1)[C:22]([CH2:21][O:20][CH2:18][CH3:19])=[O:23]. Starting materials: [Cl-].[NH4+] (ammonium chloride), OC(CN1C=NC=C1)COCC1=CC=C(C=C1)OC (1-[2-Hydroxy-3-[(4-methoxyphenyl)methoxy]propyl]-1H-imidazole), [OH-].[K+] (potassium hydroxide), BrCCCCCC(=O)OC(C)C (Isopropyl 6-bromohexanoate). The solvent is CS(=O)C (dimethylsulphoxide). Reaction conditions: time 0.5 hour. The product is N1(C=NC=C1)CC(OCCCCCC(=O)OC(C)C)COCC1=CC=C(C=C1)OC (isopropyl 6-[2-(1H-imidazol-1-yl)-1-[[(4-methoxyphenyl)methoxy]methyl]ethoxy]hexanoate). Reaction SMILES: [OH:1][CH:2]([CH2:9][O:10][CH2:11][C:12]1[CH:17]=[CH:16][C:15]([O:18][CH3:19])=[CH:14][CH:13]=1)[CH2:3][N:4]1[CH:8]=[CH:7][N:6]=[CH:5]1.[OH-].[K+].Br[CH2:23][CH2:24][CH2:25][CH2:26][CH2:27][C:28]([O:30][CH:31]([CH3:33])[CH3:32])=[O:29].[Cl-].[NH4+]>CS(C)=O>[N:4]1([CH2:3][CH:2]([CH2:9][O:10][CH2:11][C:12]2[CH:13]=[CH:14][C:15]([O:18][CH3:19])=[CH:16][CH:17]=2)[O:1][CH2:23][CH2:24][CH2:25][CH2:26][CH2:27][C:28]([O:30][CH:31]([CH3:32])[CH3:33])=[O:29])[CH:8]=[CH:7][N:6]=[CH:5]1 |f:1.2,4.5|. Reported procedure: 1-[2-Hydroxy-3-[(4-methoxyphenyl)methoxy]propyl]-1H-imidazole (Example 1b; 10 g, 0.038 mol) was added to a stirred suspension of powdered potassium hydroxide (8 g, 0.14 mol) in dimethylsulphoxide (20 ml) at 18° C. and stirred for 0.5 hours. Isopropyl 6-bromohexanoate (10.5 g, 0.044 mol) was then added and the mixture was stirred for 0.5 hours at 18° C. The mixture was poured into saturated aqueous ammonium chloride (1500 ml) and extracted with dichloromethane. The combined extracts were dried (N...